From a dataset of the Open Reaction Database (ORD), a public repository of structured organic reaction records. describe an organic reaction: reactants, conditions, products, and yield Run at time 3 hour. RXN SMILES: [C:1]([O:5][C:6]([N:8]1[CH2:12][CH2:11][C:10](=O)[CH2:9]1)=[O:7])([CH3:4])([CH3:3])[CH3:2].S(C1C=CC(C)=CC=1)(O)(=O)=O.[CH:25]1([O:30][C:31](=[O:38])[C@H:32]([CH2:34][CH:35]([CH3:37])[CH3:36])[NH2:33])[CH2:29][CH2:28][CH2:27][CH2:26]1.C(O[BH-](OC(=O)C)OC(=O)C)(=O)C.[Na+].C(OCC)(=O)C>ClC(Cl)C>[C:1]([O:5][C:6]([N:8]1[CH2:12][CH2:11][CH:10]([NH:33][C@H:32]([C:31]([O:30][CH:25]2[CH2:26][CH2:27][CH2:28][CH2:29]2)=[O:38])[CH2:34][CH:35]([CH3:37])[CH3:36])[CH2:9]1)=[O:7])([CH3:4])([CH3:3])[CH3:2] |f:1.2,3.4|. Procedure: To a solution of N-tert-butoxycarbonyl-3-pyrrolidinone (0.382 g, 4.76 mmol) in dichloroethane (20 mL) was added L-leucine cyclopentyl ester tosylate (1.96 g, 5.3 mmol) and sodium triacetoxyborohydride (2.65 g, 12.5 mmol). The mixture was stirred at room temperature for 3 hours, then poured into ethyl acetate (150 mL) and quenched with saturated ammonium chloride solution (50 mL) and washed with saturated sodium hydrogen carbonate solution (3 times 30 mL). The organic extracts were dried (MgSO4),... Yields the product C(C)(C)(C)OC(=O)N1CC(CC1)N[C@@H](CC(C)C)C(=O)OC1CCCC1 (1—cyclopentyl N-[1-(tert-butoxycarbonyl)pyrrolidin-3-yl]-L-leucinate). Reactants: C(C)(C)(C)OC(=O)N1CC(CC1)=O (N-tert-butoxycarbonyl-3-pyrrolidinone), S(=O)(=O)(O)C1=CC=C(C)C=C1.C1(CCCC1)OC([C@@H](N)CC(C)C)=O (L-leucine cyclopentyl ester tosylate), C(C)(=O)O[BH-](OC(C)=O)OC(C)=O.[Na+] (sodium triacetoxyborohydride), C(C)(=O)OCC (ethyl acetate). Run in ClC(C)Cl (dichloroethane). Starting materials: BrC1=CC(=C(C(=O)OC)C=C1)Cl (methyl 4-bromo-2-chlorobenzoate), CC(C#C)(C)C (3,3-dimethyl-1-butyne). The reagents and catalysts are [Cu]I (copper(I) iodide), Cl[Pd]([P](C1=CC=CC=C1)(C2=CC=CC=C2)C3=CC=CC=C3)([P](C4=CC=CC=C4)(C5=CC=CC=C5)C6=CC=CC=C6)Cl (bis(triphenylphosphine)palladium(II) chloride). Run in CCN(CC)CC (Et3N), CN(C)C=O (DMF). Run at temperature 100 celsius. Yields the product ClC1=C(C(=O)OC)C=CC(=C1)C#CC(C)(C)C (Methyl 2-chloro-4-(3,3-dimethylbut-1-ynyl)benzoate). Yield: 82.3%. RXN SMILES: Br[C:2]1[CH:11]=[CH:10][C:5]([C:6]([O:8][CH3:9])=[O:7])=[C:4]([Cl:12])[CH:3]=1.[CH3:13][C:14]([CH3:18])([CH3:17])[C:15]#[CH:16]>CCN(CC)CC.CN(C=O)C.[Cu]I.Cl[Pd](Cl)([P](C1C=CC=CC=1)(C1C=CC=CC=1)C1C=CC=CC=1)[P](C1C=CC=CC=1)(C1C=CC=CC=1)C1C=CC=CC=1>[Cl:12][C:4]1[CH:3]=[C:2]([C:16]#[C:15][C:14]([CH3:18])([CH3:17])[CH3:13])[CH:11]=[CH:10][C:5]=1[C:6]([O:8][CH3:9])=[O:7] |^1:35,54|. Procedure: A mixture of methyl 4-bromo-2-chlorobenzoate (400 mg, 0.0016 mol), copper(I) iodide (30 mg, 0.00016 mol), 3,3-dimethyl-1-butyne (0.29 mL, 0.0024 mol) and bis(triphenylphosphine)palladium(II) chloride (110 mg, 0.00016 mol) in Et3N (5 mL) and DMF (2 mL) was heated at 100° C. in a 50 mL sealed reaction vessel for 32 hours. After cooling, the mixture was filtered through Celite® and the filter cake was washed repeatedly with ethyl acetate. The organic phase was washed with brine, dried (Na2SO4), and... The reactants are C(C)(C)(C)C1=CC=C(C(=O)NC=2C=CC(=NC2)C2=CC=C3CN(C(C3=C2)=O)[C@H](C(=O)O)C(C)C)C=C1 ((S)-2-(6-(5-(4-tert-Butylbenzamido)pyridin-2-yl)-1-oxoisoindolin-2-yl)-3-methyl butanoic acid), COC1=C(C=CC(=C1)NC(C1=CC=C(C=C1)CCCCC)=O)C1=CC=C2CN(C(C2=C1)=O)[C@H](C(=O)OC)C(C)C ((S)-Methyl 2-(6-(2-methoxy-4-(4-pentylbenzamido)phenyl)-1-oxoisoindolin-2-yl)-3-methylbutanoate). Product: COC1=C(C=CC(=C1)NC(C1=CC=C(C=C1)CCCCC)=O)C1=CC=C2CN(C(C2=C1)=O)[C@H](C(=O)O)C(C)C ((S)-2-(6-(2-Methoxy-4-(4-pentylbenzamido)phenyl)-1-oxoisoindolin-2-yl)-3-methylbutanoic acid). The yield is 82.8%. RXN SMILES: C(C1C=CC(C(NC2C=CC(C3C=C4C(CN([C@@H](C(C)C)C(O)=O)C4=O)=CC=3)=NC=2)=O)=CC=1)(C)(C)C.[CH3:37][O:38][C:39]1[CH:44]=[C:43]([NH:45][C:46](=[O:58])[C:47]2[CH:52]=[CH:51][C:50]([CH2:53][CH2:54][CH2:55][CH2:56][CH3:57])=[CH:49][CH:48]=2)[CH:42]=[CH:41][C:40]=1[C:59]1[CH:67]=[C:66]2[C:62]([CH2:63][N:64]([C@@H:69]([CH:74]([CH3:76])[CH3:75])[C:70]([O:72]C)=[O:71])[C:65]2=[O:68])=[CH:61][CH:60]=1>>[CH3:37][O:38][C:39]1[CH:44]=[C:43]([NH:45][C:46](=[O:58])[C:47]2[CH:52]=[CH:51][C:50]([CH2:53][CH2:54][CH2:55][CH2:56][CH3:57])=[CH:49][CH:48]=2)[CH:42]=[CH:41][C:40]=1[C:59]1[CH:67]=[C:66]2[C:62]([CH2:63][N:64]([C@@H:69]([CH:74]([CH3:75])[CH3:76])[C:70]([OH:72])=[O:71])[C:65]2=[O:68])=[CH:61][CH:60]=1. Procedure: The compound of example 462 was prepared analogous to the compound of example 404 by hydrolysis of the compound of example 461. Reactants: C(=C)(C)C1=CC=C(C=C1)C1=CC=C(C=C1)C(=C)C (4,4'-diisopropenylbiphenyl), [Mg] (magnesium), C(C)(C)(C)OOC(C1=CC=CC=C1)=O (t-butylperbenzoate), ClC1=CC=C(C(=C)C)C=C1 (4-chloro-α-methylstyrene), CI (methyl iodide). Solvent: O1CCCC1 (tetrahydrofuran), C(C)OCC (ethylether). Yields the product C(C)(C)(C)OC1=CC=C(C(=C)C)C=C1 (4-t-butoxy-α-methylstyrene). Isolated yield 69.3%. As a reaction SMILES: [Mg].Cl[C:3]1[CH:11]=[CH:10][C:6]([C:7]([CH3:9])=[CH2:8])=[CH:5][CH:4]=1.CI.[C:14]([O:18]OC(=O)C1C=CC=CC=1)([CH3:17])([CH3:16])[CH3:15].C(C1C=CC(C2C=CC(C(C)=C)=CC=2)=CC=1)(C)=C>C(OCC)C.O1CCCC1>[C:14]([O:18][C:3]1[CH:11]=[CH:10][C:6]([C:7]([CH3:9])=[CH2:8])=[CH:5][CH:4]=1)([CH3:17])([CH3:16])[CH3:15]. Reported procedure: The procedure of Example 1 was repeated, except that there was utilized 16.9 grams (0.70 mole) of magnesium metal and 100 grams (0.66 mole) of 4-chloro-α-methylstyrene dissolved in 200 ml. of tetrahydrofuran. The Grignard reaction was started by the addition of a small amount of methyl iodide. After the reaction mixture had been refluxed for 12 hours, there was added at 0° C. in a dropwise manner a solution of 85 grams of t-butylperbenzoate in 300 ml. of ethylether. A crystalline product identif... The reactants are C(#N)C1=NC=CN=C1 (2-cyanopyrazine), NC=1SC(=CC1C(=O)OCC)[N+](=O)[O-] (2-amino-5-nitro-3-ethoxycarbonyl-thiophene), O=P(Cl)(Cl)Cl (POCl3). Product: ClC=1C2=C(N=C(N1)C1=NC=CN=C1)SC(=C2)[N+](=O)[O-] (4-chloro-2-(pyrazin-2-yl)-6-nitro-thieno-[2,3-d]-pyrimidine). RXN SMILES: [C:1]([C:3]1[CH:8]=[N:7][CH:6]=[CH:5][N:4]=1)#[N:2].[NH2:9][C:10]1[S:11][C:12]([N+:20]([O-:22])=[O:21])=[CH:13][C:14]=1[C:15](OCC)=O.O=P(Cl)(Cl)[Cl:25]>>[Cl:25][C:15]1[C:14]2[CH:13]=[C:12]([N+:20]([O-:22])=[O:21])[S:11][C:10]=2[N:9]=[C:1]([C:3]2[CH:8]=[N:7][CH:6]=[CH:5][N:4]=2)[N:2]=1. Reported procedure: With the procedure of Example 477, the reaction of 2-cyanopyrazine and 2-amino-5-nitro-3-ethoxycarbonyl-thiophene, and the subsequent reaction with POCl3 yields 4-chloro-2-(pyrazin-2-yl)-6-nitro-thieno-[2,3-d]-pyrimidine Reactants: CCN=C=NCCCN(C)C, O=C(O)c1ccc(Cl)cn1, ClCCl, Cl, CC(C)(C)OC(=O)NC1=NC2(c3cccc(N)c3)CCOCC2CS1, [Na+], CN(C)C=O, [OH-], O, On1nnc2ccccc21. Product: CC(C)(C)OC(=O)NC1=NC2(c3cccc(NC(=O)c4ccc(Cl)cn4)c3)CCOCC2CS1. As a reaction SMILES: [CH3:47][N:48]([CH3:49])[CH2:50][CH2:51][CH2:52][N:53]=[C:54]=[N:55][CH2:56][CH3:57].[Cl:26][c:27]1[cH:28][cH:29][c:30]([C:33](=[O:34])[OH:35])[n:31][cH:32]1.[Cl:58][CH2:59][Cl:60].[ClH:46].[NH2:1][c:2]1[cH:3][c:4]([C:8]23[N:9]=[C:10]([NH:18][C:19]([O:20][C:21]([CH3:22])([CH3:23])[CH3:24])=[O:25])[S:11][CH2:12][CH:13]2[CH2:14][O:15][CH2:16][CH2:17]3)[cH:5][cH:6][cH:7]1.[Na+:68].[O:61]=[CH:62][N:63]([CH3:64])[CH3:65].[OH-:67].[OH2:66].[OH:36][n:37]1[c:38]2[cH:39][cH:40][cH:41][cH:42][c:43]2[n:44][n:45]1>>[NH:1]([c:2]1[cH:3][c:4]([C:8]23[N:9]=[C:10]([NH:18][C:19]([O:20][C:21]([CH3:22])([CH3:23])[CH3:24])=[O:25])[S:11][CH2:12][CH:13]2[CH2:14][O:15][CH2:16][CH2:17]3)[cH:5][cH:6][cH:7]1)[C:33]([c:30]1[cH:29][cH:28][c:27]([Cl:26])[cH:32][n:31]1)=[O:34]. The reactants are ClC1=CC(=NC(=N1)C)N (6-chloro-2-methylpyrimidin-4-amine), N1=CC=CC=C1 (pyridine), C(C)(=O)OC(C)=O (acetic anhydride). Run in C(=O)(O)[O-].[Na+] (NaHCO3). Run at temperature 40 celsius, time 24 hour. Yields the product ClC1=CC(=NC(=N1)C)NC(C)=O (N-(6-chloro-2-methylpyrimidin-4-yl)acetamide). The yield is 70.8%. As a reaction SMILES: [Cl:1][C:2]1[N:7]=[C:6]([CH3:8])[N:5]=[C:4]([NH2:9])[CH:3]=1.N1C=CC=CC=1.[C:16](OC(=O)C)(=[O:18])[CH3:17]>C([O-])(O)=O.[Na+]>[Cl:1][C:2]1[N:7]=[C:6]([CH3:8])[N:5]=[C:4]([NH:9][C:16](=[O:18])[CH3:17])[CH:3]=1 |f:3.4|. Procedure: A mixture of 6-chloro-2-methylpyrimidin-4-amine (500 mg, 3483 μmol), pyridine (568 μl, 6965 μmol), and acetic anhydride (493 μl, 5224 μmol) was stirred at 40° C. for 24 h. The mixture was cooled down to rt. The reaction mixture was diluted with saturated NaHCO3 (30 mL) and extracted with EtOAc (2×40 mL). The organic extract was washed with saturated NaCl (about 2 mL), dried over Na2SO4, filtered, concentrated in vacuo and the residue was purified by silica gel chromatography eluting with 40% EtO... Reactants: C(C1=CC=CC=C1)ONC([C@@H](CNS(=O)(=O)C)N(S(=O)(=O)C1=C(C=C(C=C1C)OC)C)CC1=CC2=C(C=C1)OCO2)=O (N-benzyloxy-2(R)-[(3,4-methylendioxybenzyl)-(2,6-dimethyl-4-methoxybenzenesulfonyl)amino]-3-methanesulfonylamino-propionamide). The reagents and catalysts are [Pd] (palladium on charcoal). Run in C(C)O.O1CCCC1 (ethanol tetrahydrofuran). Conditions: time 6 hour. Yields the product ONC([C@@H](CNS(=O)(=O)C)N(S(=O)(=O)C1=C(C=C(C=C1C)OC)C)CC1=CC2=C(C=C1)OCO2)=O (N-hydroxy-2(R)-[(3,4-methylendioxybenzyl)-(2,6-dimethyl-4-methoxybenzenesulfonyl)amino]-3-methanesulfonylamino-propionamide). The yield is 44.8%. Reaction SMILES: C([O:8][NH:9][C:10](=[O:42])[C@H:11]([N:18]([CH2:32][C:33]1[CH:38]=[CH:37][C:36]2[O:39][CH2:40][O:41][C:35]=2[CH:34]=1)[S:19]([C:22]1[C:27]([CH3:28])=[CH:26][C:25]([O:29][CH3:30])=[CH:24][C:23]=1[CH3:31])(=[O:21])=[O:20])[CH2:12][NH:13][S:14]([CH3:17])(=[O:16])=[O:15])C1C=CC=CC=1>[Pd].C(O)C.O1CCCC1>[OH:8][NH:9][C:10](=[O:42])[C@H:11]([N:18]([CH2:32][C:33]1[CH:38]=[CH:37][C:36]2[O:39][CH2:40][O:41][C:35]=2[CH:34]=1)[S:19]([C:22]1[C:23]([CH3:31])=[CH:24][C:25]([O:29][CH3:30])=[CH:26][C:27]=1[CH3:28])(=[O:20])=[O:21])[CH2:12][NH:13][S:14]([CH3:17])(=[O:16])=[O:15] |f:2.3|. Reported procedure: To a solution of N-benzyloxy-2(R)-[(3,4-methylendioxybenzyl)-(2,6-dimethyl-4-methoxybenzenesulfonyl)amino]-3-methanesulfonylamino-propionamide (580 mg, 0.94 mmol) in a 3:1 mixture of ethanol/tetrahydrofuran (30 ml) was added 10% palladium on charcoal (60 mg). The reaction mixture was placed under a hydrogen balloon and stirred for 6 hours. The material was filtered through a short plug of silica, rinsing with ethanol (200 ml). The filtrate was condensed on the roto-evaporator and the residue was... Reactants: ClC1=C(OC=2C=NC=CC2)C=CC=C1 (3-(2-chlorophenoxy)pyridine), C(C)(C)O (isopropanol). Run in C(C)(=O)O (acetic acid). Yields the product ClC1=C(OC=2C=[N+](C=CC2)[O-])C=CC=C1 (3-(2-chlorophenoxy)pyridine 1-oxide). As a reaction SMILES: [Cl:1][C:2]1[CH:14]=[CH:13][CH:12]=[CH:11][C:3]=1[O:4][C:5]1[CH:6]=[N:7][CH:8]=[CH:9][CH:10]=1.C([OH:18])(C)C>C(O)(=O)C>[Cl:1][C:2]1[CH:14]=[CH:13][CH:12]=[CH:11][C:3]=1[O:4][C:5]1[CH:6]=[N+:7]([O-:18])[CH:8]=[CH:9][CH:10]=1. Reported procedure: A solution of 74.3 g of 3-(2-chlorophenoxy)pyridine [Agr. Biol. Ghem., 34, 68 (1970)] in 75 ml of glacial acetic acid in three equal portions. The temperature is maintained at 35°-40° C. for 16 hours and 75 ml of isopropanol is added and the mixture is refluxed 1 hour. The mixture is concentrated at reduced pressure and the oil is dissolved in 500 ml of dichloromethane. The extract is washed with 25% sodium hydroxide solution, concentrated and distilled to yield 3-(2-chlorophenoxy)pyridine 1-oxi... Reactants: ClC1=CC=C(C=C1)NC(CCC#C)=O (N-(4-chlorophenyl)pent-4-ynamide), O(C(=O)OC(C)(C)C)C(=O)OC(C)(C)C ((BOC)2O). Product: ClC1=CC=C(C=C1)N(C(OC(C)(C)C)=O)C(CCC#C)=O (tert-butyl 4-chlorophenyl(pent-4-ynoyl)carbamate). Isolated yield 93.0%. RXN SMILES: [Cl:1][C:2]1[CH:7]=[CH:6][C:5]([NH:8][C:9](=[O:14])[CH2:10][CH2:11][C:12]#[CH:13])=[CH:4][CH:3]=1.[O:15](C(OC(C)(C)C)=O)[C:16]([O:18][C:19]([CH3:22])([CH3:21])[CH3:20])=O>>[Cl:1][C:2]1[CH:3]=[CH:4][C:5]([N:8]([C:9](=[O:14])[CH2:10][CH2:11][C:12]#[CH:13])[C:16](=[O:15])[O:18][C:19]([CH3:22])([CH3:21])[CH3:20])=[CH:6][CH:7]=1. Procedure: The title compound was prepared in accordance with the general method of Example 34(B), from N-(4-chlorophenyl)pent-4-ynamide (820 mg, 3.95 mmol) and (BOC)2O (1.03 g, 4.74 mmol). The crude residue was purified over silicagel chromatography (prepacked 25 g silicagel column, DCM 100% as eluent) to afford 1.13 g of tert-butyl 4-chlorophenyl(pent-4-ynoyl)carbamate as a colorless oil (Yield: 94%).